From a dataset of the Open Reaction Database (ORD), a public repository of structured organic reaction records. describe an organic reaction: reactants, conditions, products, and yield Run at time 8 hour. The reactants are 78.8, BrCC(=O)C1=C(C=C(C=C1)Br)C (2-bromo-1-(4-bromo-2-methylphenyl)-1-ethanone), C(CCC)O (butanol), CC1=CC=C(C=C1)S(=O)(=O)O (4-methylbenzenesulfonic acid), C1=CC=CC=C1 (benzene). Solvent: C(CO)O (1,2-ethanediol), O (water). Reported procedure: To a stirred mixture of 78.8 parts of 2-bromo-1-(4-bromo-2-methylphenyl)-1-ethanone and 200 parts of butanol are added 3 parts of 4-methylbenzenesulfonic acid and 225 parts of benzene. Then there are added dropwise 33.5 parts of 1,2-ethanediol. Upon completion, stirring is continued overnight at reflux temperature with water-separator. The reaction mixture is evaporated and the residue is dissolved in 2,2'-oxybispropane. The solution is stirred with 15 parts of a concentrated sodium hydroxide so... Reaction SMILES: [Br:1][CH2:2][C:3]([C:5]1[CH:10]=[CH:9][C:8]([Br:11])=[CH:7][C:6]=1[CH3:12])=[O:4].[CH2:13]([OH:17])[CH2:14]CC.CC1C=CC(S(O)(=O)=O)=CC=1.C1C=CC=CC=1>O.C(O)CO>[Br:1][CH2:2][C:3]1([C:5]2[CH:10]=[CH:9][C:8]([Br:11])=[CH:7][C:6]=2[CH3:12])[O:17][CH2:13][CH2:14][O:4]1. Yields the product 30.5, BrCC1(OCCO1)C1=C(C=C(C=C1)Br)C (2-(bromomethyl)-2-(4-bromo-2-methylphenyl)-1,3-dioxolane).